Dataset: the Open Reaction Database (ORD), a public repository of structured organic reaction records. Task: describe an organic reaction: reactants, conditions, products, and yield The reactants are C(C)(C)NC(C)C (diisopropylamine), C(CCC)[Li] (n-butyl lithium), C(C)(C)I (isopropyl iodide), O=C1CC2C(COC(N12)(C)C)C (8-oxo-2,2,5-trimethyl-3-oxa-1-azabicyclo[4.2.0]octane). The solvent is C1CCOC1 (THF), CCCCCC (hexane), CCOC(=O)C (EtOAc), C1CCOC1 (THF), CN(P(=O)(N(C)C)N(C)C)C (hexamethylphosphoramide). Run at temperature -78 celsius, time 10 minute. Product: O=C1C(C2C(COC(N12)(C)C)C)C(C)C (8-oxo-2,2,5-trimethyl-7α-isopropyl-3-oxa-1-azabicyclo[4.2.0]octane). As a reaction SMILES: [CH:1](NC(C)C)([CH3:3])[CH3:2].C([Li])CCC.[O:13]=[C:14]1[N:21]2[CH:16]([CH:17]([CH3:24])[CH2:18][O:19][C:20]2([CH3:23])[CH3:22])[CH2:15]1.C(I)(C)C>CCCCCC.C1COCC1.CCOC(C)=O.CN(C)P(N(C)C)(N(C)C)=O>[O:13]=[C:14]1[N:21]2[CH:16]([CH:17]([CH3:24])[CH2:18][O:19][C:20]2([CH3:23])[CH3:22])[CH:15]1[CH:1]([CH3:3])[CH3:2]. Procedure: THF, 20 ml, is placed under N2, treated with 1.54 ml diisopropylamine and cooled to -78° C. A solution of n-butyl lithium, 1.97 M in hexane (5.6 ml) is added dropwise over 5 min. The reaction mixture is stirred at -78° C. for 10 min and then treated with 8-oxo-2,2,5-trimethyl-3-oxa-1-azabicyclo[4.2.0]octane (1.55 g) in 15 ml THF which is added dropwise over 5 min. After another 10 min hexamethylphosphoramide (1.97 ml) is added. The mixture is stirred another 10 min, then treated with 2 ml of iso... The reactants are [Li]CCCC, CCC(C=O)CC, C1CCOC1, Fc1ccc(Cn2cncn2)cc1. The product is CCC(CC)C(O)c1ncnn1Cc1ccc(F)cc1. RXN SMILES: [CH2:14]([Li:15])[CH2:16][CH2:17][CH3:18].[CH2:19]([CH3:20])[CH:21]([CH:22]=[O:23])[CH2:24][CH3:25].[CH2:26]1[O:27][CH2:28][CH2:29][CH2:30]1.[F:1][c:2]1[cH:3][cH:4][c:5]([CH2:6][n:7]2[n:8][cH:9][n:10][cH:11]2)[cH:12][cH:13]1>>[F:1][c:2]1[cH:3][cH:4][c:5]([CH2:6][n:7]2[n:8][cH:9][n:10][c:11]2[CH:22]([CH:21]([CH2:19][CH3:20])[CH2:24][CH3:25])[OH:23])[cH:12][cH:13]1. The reactants are [BH4-], COc1cc(C(=O)CN2CCC(N3Cc4ccccc4OC3=O)CC2)cc(OC)c1OC, CO, [Na+]. Product: COc1cc(C(O)CN2CCC(N3Cc4ccccc4OC3=O)CC2)cc(OC)c1OC. RXN SMILES: [BH4-:33].[CH3:1][O:2][c:3]1[cH:4][c:5]([C:6](=[O:7])[CH2:8][N:9]2[CH2:10][CH2:11][CH:12]([N:15]3[C:16](=[O:25])[O:17][c:18]4[c:19]([cH:21][cH:22][cH:23][cH:24]4)[CH2:20]3)[CH2:13][CH2:14]2)[cH:26][c:27]([O:31][CH3:32])[c:28]1[O:29][CH3:30].[CH3:35][OH:36].[Na+:34]>>[CH3:1][O:2][c:3]1[cH:4][c:5]([CH:6]([OH:7])[CH2:8][N:9]2[CH2:10][CH2:11][CH:12]([N:15]3[C:16](=[O:25])[O:17][c:18]4[c:19]([cH:21][cH:22][cH:23][cH:24]4)[CH2:20]3)[CH2:13][CH2:14]2)[cH:26][c:27]([O:31][CH3:32])[c:28]1[O:29][CH3:30]. Starting materials: CO, COC(=O)c1cscc1OC, NN, O. Yields the product COc1cscc1C(=O)NN. As a reaction SMILES: [CH3:15][OH:16].[CH3:1][O:2][c:3]1[c:4]([C:8]([O:10][CH3:9])=[O:11])[cH:5][s:6][cH:7]1.[NH2:13][NH2:14].[OH2:12]>>[CH3:1][O:2][c:3]1[c:4]([C:8](=[O:10])[NH:13][NH2:14])[cH:5][s:6][cH:7]1. Yields the product O.Br.Br.Br.NCCN1CCC(CC1)NC1=NC2=C(N1CC1=CC=C(C=C1)O)C=CC=C2 (4-[[2-[[1-(2-aminoethyl)-4-piperidinyl]amino]-1H-benzimidazol-1-yl]methyl]phenol trihydrobromide monohydrate). Reaction SMILES: [NH2:1][CH2:2][CH2:3][N:4]1[CH2:9][CH2:8][CH:7]([NH:10][C:11]2[N:15]([CH2:16][C:17]3[CH:22]=[CH:21][C:20]([O:23]C)=[CH:19][CH:18]=3)[C:14]3[CH:25]=[CH:26][CH:27]=[CH:28][C:13]=3[N:12]=2)[CH2:6][CH2:5]1.[BrH:29]>O>[OH2:23].[BrH:29].[BrH:29].[BrH:29].[NH2:1][CH2:2][CH2:3][N:4]1[CH2:9][CH2:8][CH:7]([NH:10][C:11]2[N:15]([CH2:16][C:17]3[CH:22]=[CH:21][C:20]([OH:23])=[CH:19][CH:18]=3)[C:14]3[CH:25]=[CH:26][CH:27]=[CH:28][C:13]=3[N:12]=2)[CH2:6][CH2:5]1 |f:3.4.5.6.7|. The reactants are NCCN1CCC(CC1)NC1=NC2=C(N1CC1=CC=C(C=C1)OC)C=CC=C2 (N-[1-(2-aminoethyl)-4-piperidinyl]-1-[(4-methoxyphenyl)methyl]-1H-benzimidazol-2-amine), Br (hydrobromic acid). Procedure: A mixture of 7.5 parts of N-[1-(2-aminoethyl)-4-piperidinyl]-1-[(4-methoxyphenyl)methyl]-1H-benzimidazol-2-amine and 225 parts of a hydrobromic acid solution 48% in water was stirred and heated over week-end. After cooling, the precipitated product was filtered off and dried, yielding 7.3 parts (57%) of 4-[[2-[[1-(2-aminoethyl)-4-piperidinyl]amino]-1H-benzimidazol-1-yl]methyl]phenol trihydrobromide monohydrate; mp. >250° C. (intermediate 139). The solvent is O (water). The yield is 57.0%.